Dataset: the Open Reaction Database (ORD), a public repository of structured organic reaction records. Task: describe an organic reaction: reactants, conditions, products, and yield Starting materials: BrC1=CC=CS1 (5-bromothiophene), CC(CC(=O)Cl)(C)C (3,3-dimethylbutyryl chloride), FC(S(=O)(=O)[O-])(F)F.[Yb+3].FC(S(=O)(=O)[O-])(F)F.FC(S(=O)(=O)[O-])(F)F (ytterbium(III) trifluoromethanesulfonate). Solvent: [N+](=O)([O-])C (nitromethane). Reaction conditions: time 8 hour. Product: BrC=1SC(=CC1)C(CC(C)(C)C)=O (2-Bromo-5-(3,3-dimethylbutyryl)-thiophene). Isolated yield 81.6%. As a reaction SMILES: [Br:1][C:2]1[S:6][CH:5]=[CH:4][CH:3]=1.[CH3:7][C:8]([CH3:14])([CH3:13])[CH2:9][C:10](Cl)=[O:11].FC(F)(F)S([O-])(=O)=O.[Yb+3].FC(F)(F)S([O-])(=O)=O.FC(F)(F)S([O-])(=O)=O>[N+](C)([O-])=O>[Br:1][C:2]1[S:6][C:5]([C:10](=[O:11])[CH2:9][C:8]([CH3:14])([CH3:13])[CH3:7])=[CH:4][CH:3]=1 |f:2.3.4.5|. Reported procedure: Stir overnight at room temperature a mixture of 5-bromothiophene (1 g, 6.1 mmol), 3,3-dimethylbutyryl chloride (1.3 mL, 9.1 mmol) and ytterbium(III) trifluoromethanesulfonate (378 mg, 0.6 mmol) in nitromethane (15 mL). Wash the mixture sequentially with water, saturated aqueous NaHCO3 and water. Extract with chloroform, dry over MgSO4, filter and concentrate in vacuo. Purify the crude mixture by chromatography on silica gel eluting with hexane to obtain the desired intermediate (1.3 g, 80%). Reactants: C1CCOC1, CO, [Na+], [OH-], CCOC(=O)c1cc2c([nH]1)C(c1ccc(-c3ccccc3)cc1)CC2. Yields the product O=C(O)c1cc2c([nH]1)C(c1ccc(-c3ccccc3)cc1)CC2. As a reaction SMILES: [CH2:30]1[O:31][CH2:32][CH2:33][CH2:34]1.[CH3:28][OH:29].[Na+:27].[OH-:26].[c:1]1(-[c:20]2[cH:21][cH:22][cH:23][cH:24][cH:25]2)[cH:2][cH:3][c:4]([CH:7]2[CH2:8][CH2:9][c:10]3[c:11]2[nH:12][c:13]([C:15](=[O:16])[O:17][CH2:18][CH3:19])[cH:14]3)[cH:5][cH:6]1>>[c:1]1(-[c:20]2[cH:21][cH:22][cH:23][cH:24][cH:25]2)[cH:2][cH:3][c:4]([CH:7]2[CH2:8][CH2:9][c:10]3[c:11]2[nH:12][c:13]([C:15](=[O:16])[OH:17])[cH:14]3)[cH:5][cH:6]1. Reactants: CC=1C(=CC=CC1N=C=O)N=C=O (2,6-tolylene diisocyanate), C1=CC2=C(C=CC=C2N=C=O)C(=C1)N=C=O (1,5-naphthalene diisocyanate), COC1=C(C=CC(=C1)C2=CC(=C(C=C2)N=C=O)OC)N=C=O (3,3'-dimethoxy-4,4'-biphenylene diisocyanate), 4,4'-diisocyanato dicyclohexane, N(=C=O)CC1CC(CCC1)CN=C=O (1,3-diisocyanato methyl-cyclohexane), C1(=CC=C(C=C1)N=C=O)N=C=O (paraphenylene diisocyanate), N(=C=O)CC1CCC(CC1)CN=C=O (1,4-diisocyanato methylcyclohexane), 4,4'-diisocyanato diphenyl ether, 4,4'-diphenylene diisocyanate, [N-]=C=O.[N-]=C=O.C1(=CC=CC=C1)CC1=CC=CC=C1 (diphenylmethane diisocyanate), O=C=NC1CC(CN=C=O)(CC(C1)(C)C)C (isophorone diisocyanate), C(CCCN=C=O)N=C=O (tetramethylene diisocyanate), C1(=CC(=CC=C1)CN=C=O)CN=C=O (m-xylylene diisocyanate), C1(=CC=C(C=C1)CN=C=O)CN=C=O (p-xylylene diisocyanate), C1CC(CCC1CC2CCC(CC2)N=C=O)N=C=O (4,4'-diisocyanato dicyclohexylmethane), C1(=CC(=CC=C1)N=C=O)N=C=O (m-phenylene diisocyanate), CC1=C(C=CC(=C1)C2=CC(=C(C=C2)N=C=O)C)N=C=O (3,3'-dimethyl-4,4'-biphenylene diisocyanate). Product: CC=1C(=CC(=CC1)N=C=O)N=C=O (2,4-tolylene diisocyanate). RXN SMILES: C[C:2]1[C:3]([N:11]=[C:12]=[O:13])=[CH:4][CH:5]=[CH:6][C:7]=1[N:8]=[C:9]=[O:10].[N-]=[C:15]=O.[N-]=C=O.C1(CC2C=CC=CC=2)C=CC=CC=1.C1(N=C=O)C=CC=C(N=C=O)C=1.C(N=C=O)CCCN=C=O.COC1C=C(C2C=CC(N=C=O)=C(OC)C=2)C=CC=1N=C=O.CC1C=C(C2C=CC(N=C=O)=C(C)C=2)C=CC=1N=C=O.C1(N=C=O)C=CC(N=C=O)=CC=1.C1C=C(N=C=O)C2C=CC=C(N=C=O)C=2C=1.C1(CN=C=O)C=CC(CN=C=O)=CC=1.C1(CN=C=O)C=CC=C(CN=C=O)C=1.N(CC1CCCC(CN=C=O)C1)=C=O.N(CC1CCC(CN=C=O)CC1)=C=O.C1C(CC2CCC(N=C=O)CC2)CCC(N=C=O)C1.O=C=NC1CC(C)(C)CC(C)(CN=C=O)C1>>[CH3:15][C:4]1[C:3]([N:11]=[C:12]=[O:13])=[CH:2][C:7]([N:8]=[C:9]=[O:10])=[CH:6][CH:5]=1 |f:1.2.3|. Procedure: 2,6-tolylene diisocyanate; diphenylmethane diisocyanate (may be abbreviated as "MDI"); m-phenylene diisocyanate; tetramethylene diisocyanate; 3,3'-dimethoxy-4,4'-biphenylene diisocyanate; 3,3'-dimethyl-4,4'-biphenylene diisocyanate; 4,4'-diphenylene diisocyanate; paraphenylene diisocyanate; 4,4'-diisocyanato diphenyl ether; 1,5-naphthalene diisocyanate; p-xylylene diisocyanate; m-xylylene diisocyanate; 1,3-diisocyanato methyl-cyclohexane; 1,4-diisocyanato methylcyclohexane; 4,4'-diisocyanato dic... Starting materials: CO, O=C(c1ccc([N+](=O)[O-])c(F)c1)N1CCCC1. Yields the product Nc1ccc(C(=O)N2CCCC2)cc1F. Reaction SMILES: [CH3:18][OH:19].[F:1][c:2]1[cH:3][c:4]([C:11](=[O:12])[N:13]2[CH2:14][CH2:15][CH2:16][CH2:17]2)[cH:5][cH:6][c:7]1[N+:8]([O-:9])=[O:10]>>[F:1][c:2]1[cH:3][c:4]([C:11](=[O:12])[N:13]2[CH2:14][CH2:15][CH2:16][CH2:17]2)[cH:5][cH:6][c:7]1[NH2:8].